From a dataset of the Open Reaction Database (ORD), a public repository of structured organic reaction records. describe an organic reaction: reactants, conditions, products, and yield Starting materials: CN(C)C1=CC=CC2=C1C(=CC=C2)N(C)C (Proton sponge), CN(C1=CC=CC2=CC=CC(=C12)N(C)C)C (1,8-bis(dimethylamino)naphthalene), C1=CC(=C(C=C1F)OCCOC2=C(C=CC(=C2)F)N(CC(=O)O)CC(=O)O)N(CC(=O)O)CC(=O)O (5,5'-difluoro BAPTA), 5,5', 6,6'-tetrafluoro-BAPTA, Formula II, [N+](=O)([O-])C1=C(C(=C(C=C1)F)F)O (2-nitro-5,6-difluorophenol), C=1C=CC(=C(C1)N(CC(=O)O)CC(=O)O)OCCOC=2C=CC=CC2N(CC(=O)O)CC(=O)O (BAPTA), CC1=CC(=C(C=C1)N(CC(=O)O)CC(=O)O)OCCOC2=C(C=C3C(=C2)C=C(O3)C4=NC=C(O4)C(=O)O)N(CC(=O)O)CC(=O)O (Fura-2). The product is C1=CC(=C(C(=C1N(CC(=O)O)CC(=O)O)OCCOC2=C(C=C3C(=C2)C=C(O3)C4=NC=C(O4)C(=O)O)N(CC(=O)O)CC(=O)O)F)F (Fura-F). As a reaction SMILES: C1C=CC(OCCOC2C=CC=CC=2N(CC(O)=O)CC(O)=O)=C(N(CC(O)=O)CC(O)=O)C=1.[CH:35]1[C:40]([F:41])=[CH:39][C:38]([O:42][CH2:43][CH2:44][O:45][C:46]2[CH:51]=[C:50](F)[CH:49]=[CH:48][C:47]=2[N:53]([CH2:58][C:59]([OH:61])=[O:60])[CH2:54][C:55]([OH:57])=[O:56])=[C:37]([N:62]([CH2:67][C:68]([OH:70])=[O:69])[CH2:63][C:64]([OH:66])=[O:65])[CH:36]=1.[N+](C1C=CC([F:80])=C(F)C=1O)([O-])=O.CC1C=CC(N(CC(O)=O)CC(O)=O)=C(OCCOC2C=C3[CH:109]=[C:110]([C:112]4[O:116][C:115]([C:117]([OH:119])=[O:118])=[CH:114][N:113]=4)[O:111]C3=CC=2N(CC(O)=O)CC(O)=O)C=1.CN(C1C2C(N(C)C)=CC=CC=2C=CC=1)C>>[CH:36]1[C:37]([N:62]([CH2:67][C:68]([OH:70])=[O:69])[CH2:63][C:64]([OH:66])=[O:65])=[C:38]([O:42][CH2:43][CH2:44][O:45][C:46]2[CH:51]=[C:50]3[CH:109]=[C:110]([C:112]4[O:116][C:115]([C:117]([OH:119])=[O:118])=[CH:114][N:113]=4)[O:111][C:49]3=[CH:48][C:47]=2[N:53]([CH2:58][C:59]([OH:61])=[O:60])[CH2:54][C:55]([OH:57])=[O:56])[C:39]([F:80])=[C:40]([F:41])[CH:35]=1. Procedure: As discussed above, the synthesis of 5,5', 6,6'-tetrafluoro-BAPTA (Formula II) was carried out as originally described for both BAPTA and 5,5'-difluoro BAPTA starting from commercially available 2-nitro-5,6-difluorophenol. Fura-F was synthesized via the pathway originally described for the preparation of Fura-2. Unless otherwise noted commercially available reagents and dry solvents were used as received. Reactions were carried out under an atmosphere of argon and reaction temperatures refer to ... The reactants are CCCCP(CCCC)CCCC, COc1c(C)ncc(C(=O)NCc2ccc(F)cc2)c1O, CC(C)OC(=O)N=NC(=O)OC(C)C, C1CCOC1, OCc1ccccc1, Cc1ccccc1. Yields the product COc1c(C)ncc(C(=O)NCc2ccc(F)cc2)c1OCc1ccccc1. As a reaction SMILES: [CH2:30]([P:31]([CH2:32][CH2:33][CH2:34][CH3:35])[CH2:36][CH2:37][CH2:38][CH3:39])[CH2:40][CH2:41][CH3:42].[F:1][c:2]1[cH:3][cH:4][c:5]([CH2:6][NH:7][C:8]([c:9]2[cH:10][n:11][c:12]([CH3:18])[c:13]([O:16][CH3:17])[c:14]2[OH:15])=[O:19])[cH:20][cH:21]1.[N:50]([C:51]([O:52][CH:53]([CH3:54])[CH3:55])=[O:56])=[N:57][C:58]([O:59][CH:60]([CH3:61])[CH3:62])=[O:63].[O:64]1[CH2:65][CH2:66][CH2:67][CH2:68]1.[OH:22][CH2:23][c:24]1[cH:25][cH:26][cH:27][cH:28][cH:29]1.[c:43]1([CH3:44])[cH:45][cH:46][cH:47][cH:48][cH:49]1>>[F:1][c:2]1[cH:3][cH:4][c:5]([CH2:6][NH:7][C:8]([c:9]2[cH:10][n:11][c:12]([CH3:18])[c:13]([O:16][CH3:17])[c:14]2[O:15][CH2:23][c:24]2[cH:25][cH:26][cH:27][cH:28][cH:29]2)=[O:19])[cH:20][cH:21]1. Starting materials: C(C1=CC=CC=C1)OC=1C=C(C=CC1)SC1=CC(=C(C=C1)CCCC(C(=O)OC)(CC#C)COCOC)Cl (Methyl 5-[4-(3-benzyloxyphenylthio)-2-chlorophenyl]-2-methoxymethyloxymethyl-2-propargylpentanoate), CO (MeOH), C1CCOC1 (THF), aqueous solution, [OH-].[Na+] (sodium hydroxide). Run in O (water), Cl (hydrochloric acid). Conditions: time 20 hour. Product: C(C1=CC=CC=C1)OC=1C=C(C=CC1)SC1=CC(=C(C=C1)CCCC(C(=O)O)(CC#C)COCOC)Cl (5-[4-(3-benzyloxyphenylthio)-2-chlorophenyl]-2-methoxymethyloxymethyl-2-propargylpentanoic acid). The yield is 99.9%. RXN SMILES: [CH2:1]([O:8][C:9]1[CH:10]=[C:11]([S:15][C:16]2[CH:21]=[CH:20][C:19]([CH2:22][CH2:23][CH2:24][C:25]([CH2:33][O:34][CH2:35][O:36][CH3:37])([CH2:30][C:31]#[CH:32])[C:26]([O:28]C)=[O:27])=[C:18]([Cl:38])[CH:17]=2)[CH:12]=[CH:13][CH:14]=1)[C:2]1[CH:7]=[CH:6][CH:5]=[CH:4][CH:3]=1.CO.C1COCC1.[OH-].[Na+]>O.Cl>[CH2:1]([O:8][C:9]1[CH:10]=[C:11]([S:15][C:16]2[CH:21]=[CH:20][C:19]([CH2:22][CH2:23][CH2:24][C:25]([CH2:33][O:34][CH2:35][O:36][CH3:37])([CH2:30][C:31]#[CH:32])[C:26]([OH:28])=[O:27])=[C:18]([Cl:38])[CH:17]=2)[CH:12]=[CH:13][CH:14]=1)[C:2]1[CH:3]=[CH:4][CH:5]=[CH:6][CH:7]=1 |f:3.4|. Reported procedure: The compound of Example 214 (1.12 g) was dissolved in a mixed solvent composed of MeOH:THF=1:1 (12 mL). To this solution, a 10% aqueous solution of sodium hydroxide (4 mL) was added and the mixture was refluxed. After 20 hours, the mixture was diluted with water, and hydrochloric acid was added to make the mixture acidic. The mixture was then extracted with ethyl acetate and the extract was washed with a saturated aqueous solution of sodium chloride. The organic phase was then dried over anhydro... Reactants: C(#N)C1=CC=C(C=C1)C=1C(=NSN1)C(=O)OC (methyl 4-(4-cyanophenyl)-1,2,5-thiadiazole-3-carboxylate), [Li+].[BH4-] (LiBH4). Run in O1CCCC1 (tetrahydrofuran). Conditions: time 1.5 hour. Product: OCC=1C(=NSN1)C1=CC=C(C#N)C=C1 (4-(4-(hydroxymethyl)-1,2,5-thiadiazol-3-yl)benzonitrile). The yield is 99.9%. Reaction SMILES: [C:1]([C:3]1[CH:8]=[CH:7][C:6]([C:9]2[C:10]([C:14](OC)=[O:15])=[N:11][S:12][N:13]=2)=[CH:5][CH:4]=1)#[N:2].[Li+].[BH4-]>O1CCCC1>[OH:15][CH2:14][C:10]1[C:9]([C:6]2[CH:7]=[CH:8][C:3]([C:1]#[N:2])=[CH:4][CH:5]=2)=[N:13][S:12][N:11]=1 |f:1.2|. Procedure: To a solution of methyl 4-(4-cyanophenyl)-1,2,5-thiadiazole-3-carboxylate (260 mg, 1.06 mmol, 1.00 equiv) in anhydrous tetrahydrofuran (20 mL) maintained under nitrogen at −5° C. was added LiBH4 (117 mg, 5.32 mmol, 5.02 equiv) portion-wise. The reaction was stirred at room temperature for 1.5 h and then quenched with 5 mL of saturated NH4Cl solution. The mixture was extracted with 3×20 mL of ethyl acetate. The combined organic layers were washed with 3×100 mL of brine, dried over anhydrous sodiu...